Dataset: the Open Reaction Database (ORD), a public repository of structured organic reaction records. Task: describe an organic reaction: reactants, conditions, products, and yield Reactants: O1CCOC12CCNCC2 (1,4-dioxa-8-azaspiro[4.5]decane), C(=O)([O-])[O-].[K+].[K+] (K2CO3), C(C)#N (acetonitrile), BrCC=C (3-bromopropene). The solvent is O (water). Conditions: time 8 hour. Product: C(C=C)N1CCC2(OCCO2)CC1 (8-(2-Propenyl)-1,4-dioxa-8-azaspiro[4,5]decane). Isolated yield 49.0%. Reaction SMILES: [O:1]1[C:5]2([CH2:10][CH2:9][NH:8][CH2:7][CH2:6]2)[O:4][CH2:3][CH2:2]1.C([O-])([O-])=O.[K+].[K+].C(#N)C.Br[CH2:21][CH:22]=[CH2:23]>O>[CH2:23]([N:8]1[CH2:9][CH2:10][C:5]2([O:4][CH2:3][CH2:2][O:1]2)[CH2:6][CH2:7]1)[CH:22]=[CH2:21] |f:1.2.3|. Procedure details: To a mixture of 15 g (0.015 mol) of 1,4-dioxa-8-azaspiro[4.5]decane, 15.93 g (0.115 mol)of K2CO3, and 100 ml of acetonitrile is added dropwise 9.07 ml (0.105 mol) of ;b 3-bromopropene. The mixture is stirred overnight at room temperature and then at 65° C. for 2 hours. After cooling, the mixture is diluted with water and extracted with methylene chloride. The combined extracts are washed with brine, dried over Na2SO4, and concentrated in vacuo to afford 9.48 g (49%) of title compound as an oil: ...